From a dataset of the Open Reaction Database (ORD), a public repository of structured organic reaction records. describe an organic reaction: reactants, conditions, products, and yield Reactants: CCOC(C)=O, CCO, Cl, O=Cc1ccsc1. Product: CCOC(=O)C(O)c1ccsc1. Reaction SMILES: [CH3:12][CH2:13][O:14][C:15]([CH3:16])=[O:17].[CH3:8][CH2:9][OH:10].[ClH:11].[cH:1]1[c:2]([CH:6]=[O:7])[cH:3][cH:4][s:5]1>>[cH:1]1[c:2]([CH:6]([OH:7])[C:15]([O:14][CH2:13][CH3:12])=[O:17])[cH:3][cH:4][s:5]1. Starting materials: O=C([O-])[O-], CN(C)C=O, CS(=O)(=O)OCCc1c(Cl)cccc1Cl, [K+], [K+], Cc1cn2cccc(O)c2n1. The product is Cc1cn2cccc(OCCc3c(Cl)cccc3Cl)c2n1. Reaction SMILES: [C:27](=[O:28])([O-:29])[O-:30].[CH3:33][N:34]([CH3:35])[CH:36]=[O:37].[Cl:12][c:13]1[c:14]([CH2:20][CH2:21][O:22][S:23]([CH3:24])(=[O:25])=[O:26])[c:15]([Cl:19])[cH:16][cH:17][cH:18]1.[K+:31].[K+:32].[OH:1][c:2]1[c:3]2[n:4]([cH:5][cH:6][cH:7]1)[cH:8][c:9]([CH3:11])[n:10]2>>[O:1]([c:2]1[c:3]2[n:4]([cH:5][cH:6][cH:7]1)[cH:8][c:9]([CH3:11])[n:10]2)[CH2:21][CH2:20][c:14]1[c:13]([Cl:12])[cH:18][cH:17][cH:16][c:15]1[Cl:19]. Starting materials: C1(CCCCC1)CO (Cyclohexylmethanol), BrC1=CC=C(O1)C(=O)OCC1CCCCC1 (cyclohexylmethyl 5-bromofuran-2-carboxylate), [H-].[Na+] (sodium hydride). Run in CN1CCCC1=O (NMP), CN1CCCC1=O (NMP). Run at time 8 hour. Yields the product C1(CCCCC1)COC1=CC=C(O1)C(=O)OCC1CCCCC1 (cyclohexylmethyl 5-(cyclohexylmethoxy)furan-2-carboxylate). RXN SMILES: [CH:1]1([CH2:7][OH:8])[CH2:6][CH2:5][CH2:4][CH2:3][CH2:2]1.[H-].[Na+].Br[C:12]1[O:16][C:15]([C:17]([O:19][CH2:20][CH:21]2[CH2:26][CH2:25][CH2:24][CH2:23][CH2:22]2)=[O:18])=[CH:14][CH:13]=1>CN1C(=O)CCC1>[CH:1]1([CH2:7][O:8][C:12]2[O:16][C:15]([C:17]([O:19][CH2:20][CH:21]3[CH2:26][CH2:25][CH2:24][CH2:23][CH2:22]3)=[O:18])=[CH:14][CH:13]=2)[CH2:6][CH2:5][CH2:4][CH2:3][CH2:2]1 |f:1.2|. Procedure: Cyclohexylmethanol (1.60 g, 14.0 mmol) was slowly added to a cooled (0° C.) suspension of sodium hydride (0.30 g, 12.5 mmol) in anhydrous NMP (5 mL) under Ar. A solution of cyclohexylmethyl 5-bromofuran-2-carboxylate (1.79 g, 6.23 mmol) in anhydrous NMP (6 mL) was added to the reaction mixture and stirred overnight at room temperature. The reaction mixture was partitioned between aqueous NH4Cl (25%) and hexanes. Aqueous layer was extracted with hexanes and combined organic layers were washed wit... The reactants are ClCCl (dichloromethane), C1OC2(CCN(CC2)C(=O)C=2C=C3CCC(NC3=CC2)=O)OC1 (6-(4,4-ethylenedioxy-1-piperidylcarbonyl)3,4-dihydrocarbostyril), C([O-])([O-])=O.[Na+].[Na+] (sodium carbonate), Cl (hydrochloric acid). Run in CO (methanol), O1CCOCC1 (dioxane), O (water). Reaction conditions: temperature 100 celsius. Product: O=C1CCN(CC1)C(=O)C=1C=C2CCC(NC2=CC1)=O (6-(4-oxo-1-piperidylcarbonyl)-3,4-dihydrocarbostyril). Reaction SMILES: C1CO[C:3]2([CH2:8][CH2:7][N:6]([C:9]([C:11]3[CH:12]=[C:13]4[C:18](=[CH:19][CH:20]=3)[NH:17][C:16](=[O:21])[CH2:15][CH2:14]4)=[O:10])[CH2:5][CH2:4]2)[O:2]1.Cl.C(=O)([O-])[O-].[Na+].[Na+].ClCCl>O1CCOCC1.O.CO>[O:2]=[C:3]1[CH2:8][CH2:7][N:6]([C:9]([C:11]2[CH:12]=[C:13]3[C:18](=[CH:19][CH:20]=2)[NH:17][C:16](=[O:21])[CH2:15][CH2:14]3)=[O:10])[CH2:5][CH2:4]1 |f:2.3.4|. Reported procedure: 46 Grams of 6-(4,4-ethylenedioxy-1-piperidylcarbonyl)3,4-dihydrocarbostyril was dispersed in 400 ml of dioxane and 150 ml of water, then 15 ml of concentrated hydrochloric acid was added thereto and the whole mixture was heated at 100° C. for 7 hours with stirring. After the reaction mixture was allowed to stand for cooling, then was made alkaline by adding sodium carbonate, and the solvent was removed by evaporation. The residue thus obtained was extracted with chloroform, and the extract was d... Starting materials: C1(=CC=CC=C1)C.C(C)O (toluene ethanol), C([O-])([O-])=O.[K+].[K+] (potassium carbonate), C(C)(C)(C)OC(=O)N1CCN(CC1)C1=NC(=NC=C1)Cl (4-(2-chloropyrimidin-4-yl)piperazine-1-carboxylic acid tert-butyl ester), CC1(OB(OC1(C)C)C1=CC=2C(CCC(C2C=C1)(C)C)(C)C)C (4,4,5,5-tetramethyl-2-(5,5,8,8-tetramethyl-5,6,7,8-tetrahydronaphthalen-2-yl)-1,3,2-dioxaborolane). The reagents and catalysts are C=1C=CC(=CC1)[P](C=2C=CC=CC2)(C=3C=CC=CC3)[Pd]([P](C=4C=CC=CC4)(C=5C=CC=CC5)C=6C=CC=CC6)([P](C=7C=CC=CC7)(C=8C=CC=CC8)C=9C=CC=CC9)[P](C=1C=CC=CC1)(C=1C=CC=CC1)C=1C=CC=CC1 (tetrakis(triphenylphosphine)palladium(0)). Solvent: ClCCl (dichloromethane), O (Water). Yields the product C(C)(C)(C)OC(=O)N1CCN(CC1)C1=NC(=NC=C1)C1=CC=2C(CCC(C2C=C1)(C)C)(C)C (4-[2-(5,5,8,8-Tetramethyl-5,6,7,8-tetrahydronaphthalen-2-yl)-pyrimidin-4-yl]piperazine-1-carboxylic acid tert-butyl ester). RXN SMILES: C1(C)C=CC=CC=1.C(O)C.C(=O)([O-])[O-].[K+].[K+].[C:17]([O:21][C:22]([N:24]1[CH2:29][CH2:28][N:27]([C:30]2[CH:35]=[CH:34][N:33]=[C:32](Cl)[N:31]=2)[CH2:26][CH2:25]1)=[O:23])([CH3:20])([CH3:19])[CH3:18].CC1(C)C(C)(C)OB([C:45]2[CH:54]=[CH:53][C:52]3[C:51]([CH3:56])([CH3:55])[CH2:50][CH2:49][C:48]([CH3:58])([CH3:57])[C:47]=3[CH:46]=2)O1>C1C=CC([P]([Pd]([P](C2C=CC=CC=2)(C2C=CC=CC=2)C2C=CC=CC=2)([P](C2C=CC=CC=2)(C2C=CC=CC=2)C2C=CC=CC=2)[P](C2C=CC=CC=2)(C2C=CC=CC=2)C2C=CC=CC=2)(C2C=CC=CC=2)C2C=CC=CC=2)=CC=1.ClCCl.O>[C:17]([O:21][C:22]([N:24]1[CH2:29][CH2:28][N:27]([C:30]2[CH:35]=[CH:34][N:33]=[C:32]([C:54]3[CH:45]=[CH:46][C:47]4[C:48]([CH3:58])([CH3:57])[CH2:49][CH2:50][C:51]([CH3:56])([CH3:55])[C:52]=4[CH:53]=3)[N:31]=2)[CH2:26][CH2:25]1)=[O:23])([CH3:20])([CH3:19])[CH3:18] |f:0.1,2.3.4,^1:63,65,84,103|. Procedure details: 2.6 ml of toluene/ethanol (4:1) and 335 μl of 2N potassium carbonate solution are added to 100 mg (0.33 mmol) of 4-(2-chloropyrimidin-4-yl)piperazine-1-carboxylic acid tert-butyl ester (preparation analogous to US 2005/176722) and 147 mg (0.47 mmol) of 4,4,5,5-tetramethyl-2-(5,5,8,8-tetramethyl-5,6,7,8-tetrahydronaphthalen-2-yl)-1,3,2-dioxaborolane. The reaction mixture is degassed a number of times, 16 mg (0.01 mmol) of tetrakis(triphenylphosphine)palladium(0) are added under nitrogen atmospher... Solvent: C(C)(=O)O (acetic acid), C(C)#N.C(Cl)Cl (acetonitrile DCM), C(Cl)Cl (DCM). Isolated yield 27.8%. The reactants are NC=1C=CC(=C(C1)NS(=O)(=O)C1=CC=CC=2C1=NSN2)C(=O)N2CCCCC2 (benzo[1,2,5]thiadiazole-4-sulfonic acid [5-amino-2-(piperidine-1-carbonyl)-phenyl]-amide), C=O (formaldehyde), C(#N)[BH3-].[Na+] (sodium cyanoborohydride), [OH-].[Na+] (NaOH). Procedure details: To a stirred solution of benzo[1,2,5]thiadiazole-4-sulfonic acid [5-amino-2-(piperidine-1-carbonyl)-phenyl]-amide (EXAMPLE 24; 30 mg, 0.072 mmol) in 2:1 acetonitrile/DCM (6 mL), was added formaldehyde (0.1 mL, 3.6 mmol), sodium cyanoborohydride (68 mg, 1.08 mmol) and acetic acid (12 μL). The reaction mixture was stirred for 3 h at room temperature. 1 M NaOH was added until the solution became basic. The mixture was taken up in DCM (5 mL), and washed with water and brine. The organic layer was re... Reaction SMILES: N[C:2]1[CH:3]=[CH:4][C:5]([C:21]([N:23]2[CH2:28][CH2:27][CH2:26][CH2:25][CH2:24]2)=[O:22])=[C:6]([NH:8][S:9]([C:12]2[C:17]3=[N:18][S:19][N:20]=[C:16]3[CH:15]=[CH:14][CH:13]=2)(=[O:11])=[O:10])[CH:7]=1.[CH2:29]=O.[C:31]([BH3-])#[N:32].[Na+].[OH-].[Na+]>C(Cl)Cl.C(O)(=O)C.C(#N)C.C(Cl)Cl>[CH3:29][N:32]([CH3:31])[C:2]1[CH:3]=[CH:4][C:5]([C:21]([N:23]2[CH2:28][CH2:27][CH2:26][CH2:25][CH2:24]2)=[O:22])=[C:6]([NH:8][S:9]([C:12]2[C:17]3=[N:18][S:19][N:20]=[C:16]3[CH:15]=[CH:14][CH:13]=2)(=[O:11])=[O:10])[CH:7]=1 |f:2.3,4.5,8.9|. Conditions: time 3 hour. Product: CN(C=1C=CC(=C(C1)NS(=O)(=O)C1=CC=CC=2C1=NSN2)C(=O)N2CCCCC2)C (Benzo[1,2,5]thiadiazole-4-sulfonic acid [5-dimethylamino-2-(piperidine-1-carbonyl)-phenyl]-amide). Starting materials: [OH-].[K+] (potash lye), CC1=CC=C(C=C1)S(=O)(=O)C(C(=O)O)CCCCCC (2-[(4-methylphenyl)sulfonyl]octanoic acid), C(C)OC(C)=O (acetic acid ethyl ester). Product: CC1=CC=C(C=C1)S(=O)(=O)C(C(=O)OCC)CCCCCC (ethyl 2-[(4-methylphenyl)sulfonyl]octanoate). Reaction SMILES: [CH3:1][C:2]1[CH:7]=[CH:6][C:5]([S:8]([CH:11]([CH2:15][CH2:16][CH2:17][CH2:18][CH2:19][CH3:20])[C:12]([OH:14])=[O:13])(=[O:10])=[O:9])=[CH:4][CH:3]=1.[OH-].[K+].[CH2:23](OC(=O)C)[CH3:24]>>[CH3:1][C:2]1[CH:7]=[CH:6][C:5]([S:8]([CH:11]([CH2:15][CH2:16][CH2:17][CH2:18][CH2:19][CH3:20])[C:12]([O:14][CH2:23][CH3:24])=[O:13])(=[O:9])=[O:10])=[CH:4][CH:3]=1 |f:1.2|. Procedure details: By the procedure described in Example 1(b), 2.6 g (60% of theory) of 2-[(4-methylphenyl)sulfonyl]octanoic acid, MP 111°-123° C. (acetic acid ethyl ester), is obtained from 4.75 g (14.5 mmol) of ethyl 2-[(4-methylphenyl)sulfonyl]octanoate (Example 13) and 32 ml of 1N potash lye. Starting materials: [BH4-], CS(=O)(=O)OC1CC(COCC(N)=O)N(C(=O)OCc2ccccc2)C1, CCO, CO, Cl, [Na+], C1CCOC1. Yields the product CS(=O)(=O)OC1CC(COCCN)N(C(=O)OCc2ccccc2)C1. RXN SMILES: [BH4-:1].[CH2:3]([c:4]1[cH:5][cH:6][cH:7][cH:8][cH:9]1)[O:10][C:11](=[O:12])[N:13]1[CH:14]([CH2:23][O:24][CH2:25][C:26]([NH2:27])=[O:28])[CH2:15][CH:16]([O:18][S:19](=[O:20])(=[O:21])[CH3:22])[CH2:17]1.[CH3:29][CH2:30][OH:31].[CH3:38][OH:39].[ClH:32].[Na+:2].[O:33]1[CH2:34][CH2:35][CH2:36][CH2:37]1>>[CH2:3]([c:4]1[cH:5][cH:6][cH:7][cH:8][cH:9]1)[O:10][C:11](=[O:12])[N:13]1[CH:14]([CH2:23][O:24][CH2:25][CH2:26][NH2:27])[CH2:15][CH:16]([O:18][S:19](=[O:20])(=[O:21])[CH3:22])[CH2:17]1.